The task is: describe an organic reaction: reactants, conditions, products, and yield. This data is from the Open Reaction Database (ORD), a public repository of structured organic reaction records. Reactants: step-ii, FC=1C=C(CN2N=CC(=C2)B2OC(C(O2)(C)C)(C)C)C=CC1 (1-(3-fluorobenzyl)-4-(4,4,5,5-tetramethyl-1,3,2-dioxaborolan-2-yl)-1H-pyrazole), FC=1C=C(CN2N=CC(=C2)B2OC(C(O2)(C)C)(C)C)C=CC1 (1-(3-fluorobenzyl)-4-(4,4,5,5-tetramethyl-1,3,2-dioxaborolan-2-yl)-1H-pyrazole), IC1=CN(C2=NC=C(C=C21)C2=CC=C(C=N2)N2CCN(CC2)C(=O)OC(C)(C)C)S(=O)(=O)C2=CC=C(C)C=C2 (tert-butyl 4-(6-(3-iodo-1-tosyl-1H-pyrrolo[2,3-b]pyridin-5-yl)pyridin-3-yl)piperazine-1-carboxylate), Intermediate, C([O-])([O-])=O.[Na+].[Na+] (sodium carbonate). The reagents and catalysts are Cl[Pd]([P](C1=CC=CC=C1)(C2=CC=CC=C2)C3=CC=CC=C3)([P](C4=CC=CC=C4)(C5=CC=CC=C5)C6=CC=CC=C6)Cl (Pd(PPh3)2Cl2). The solvent is C1(=CC=CC=C1)C.C(C)O.O (toluene ethanol water). Yields the product FC=1C=C(CN2N=CC(=C2)C2=CN(C3=NC=C(C=C32)C3=CC=C(C=N3)N3CCN(CC3)C(=O)OC(C)(C)C)S(=O)(=O)C3=CC=C(C)C=C3)C=CC1 (tert-butyl 4-(6-(3-(1-(3-fluorobenzyl)-1H-pyrazol-4-yl)-1-tosyl-1H-pyrrolo[2,3-b]pyridin-5-yl)pyridin-3-yl)piperazine-1-carboxylate). Isolated yield 74.6%. Reaction SMILES: I[C:2]1[C:10]2[C:5](=[N:6][CH:7]=[C:8]([C:11]3[N:16]=[CH:15][C:14]([N:17]4[CH2:22][CH2:21][N:20]([C:23]([O:25][C:26]([CH3:29])([CH3:28])[CH3:27])=[O:24])[CH2:19][CH2:18]4)=[CH:13][CH:12]=3)[CH:9]=2)[N:4]([S:30]([C:33]2[CH:39]=[CH:38][C:36]([CH3:37])=[CH:35][CH:34]=2)(=[O:32])=[O:31])[CH:3]=1.[F:40][C:41]1[CH:42]=[C:43]([CH:59]=[CH:60][CH:61]=1)[CH2:44][N:45]1[CH:49]=[C:48](B2OC(C)(C)C(C)(C)O2)[CH:47]=[N:46]1.C(=O)([O-])[O-].[Na+].[Na+]>C1(C)C=CC=CC=1.C(O)C.O.Cl[Pd](Cl)([P](C1C=CC=CC=1)(C1C=CC=CC=1)C1C=CC=CC=1)[P](C1C=CC=CC=1)(C1C=CC=CC=1)C1C=CC=CC=1>[F:40][C:41]1[CH:42]=[C:43]([CH:59]=[CH:60][CH:61]=1)[CH2:44][N:45]1[CH:49]=[C:48]([C:2]2[C:10]3[C:5](=[N:6][CH:7]=[C:8]([C:11]4[N:16]=[CH:15][C:14]([N:17]5[CH2:22][CH2:21][N:20]([C:23]([O:25][C:26]([CH3:29])([CH3:28])[CH3:27])=[O:24])[CH2:19][CH2:18]5)=[CH:13][CH:12]=4)[CH:9]=3)[N:4]([S:30]([C:33]3[CH:39]=[CH:38][C:36]([CH3:37])=[CH:35][CH:34]=3)(=[O:32])=[O:31])[CH:3]=2)[CH:47]=[N:46]1 |f:2.3.4,5.6.7,^1:81,100|. Procedure: Using the same reaction conditions as described in step-ii of example-1, tert-butyl 4-(6-(3-iodo-1-tosyl-1H-pyrrolo[2,3-b]pyridin-5-yl)pyridin-3-yl)piperazine-1-carboxylate (Intermediate 66M) (1.0 g, 1.515 mmol) was coupled with 1-(3-fluorobenzyl)-4-(4,4,5,5-tetramethyl-1,3,2-dioxaborolan-2-yl)-1H-pyrazole (intermediate 11) (596 mg, 1.969 mmol) using sodium carbonate (402 mg, 3.787 mmol) and Pd(PPh3)2Cl2 (54 mg, 0.075 mmol) in toluene/ethanol/water (10/3/3 mL) to afford 800 mg (74.6% yield) of t... Starting materials: CO, Cl, COC(=O)c1ccc(COc2ccc3c(c2)CCC(CCN2CCCCC2)C3)cc1, [Na+], [OH-]. The product is O=C(O)c1ccc(COc2ccc3c(c2)CCC(CCN2CCCCC2)C3)cc1. Reaction SMILES: [CH3:34][OH:35].[ClH:3].[N:4]1([CH2:10][CH2:11][CH:12]2[CH2:13][c:14]3[cH:15][cH:16][c:17]([O:22][CH2:23][c:24]4[cH:25][cH:26][c:27]([C:28](=[O:29])[O:30][CH3:31])[cH:32][cH:33]4)[cH:18][c:19]3[CH2:20][CH2:21]2)[CH2:5][CH2:6][CH2:7][CH2:8][CH2:9]1.[Na+:2].[OH-:1]>>[N:4]1([CH2:10][CH2:11][CH:12]2[CH2:13][c:14]3[cH:15][cH:16][c:17]([O:22][CH2:23][c:24]4[cH:25][cH:26][c:27]([C:28](=[O:29])[OH:30])[cH:32][cH:33]4)[cH:18][c:19]3[CH2:20][CH2:21]2)[CH2:5][CH2:6][CH2:7][CH2:8][CH2:9]1. Reactants: C(C1=CC=CC=C1)(=O)OOC(C1=CC=CC=C1)=O (benzoyl peroxide), BrN1C(CCC1=O)=O (N-bromosuccinimide), mixture, CC1=CC=CC=2SC=CC21 (4-methylbenzo[b]thiophene), CC=1C=CC2=C(SC=C2)C1 (6-methylbenzo[b]thiophene), C1N2CN3CN1CN(C2)C3 (hexamethylenetetramine). Solvent: C1=CC=CC=C1 (benzene), O (water), C(C)(=O)O (acetic acid). Reaction conditions: temperature 50 celsius. Product: S1C2=C(C=C1)C(=CC=C2)C=O (benzo[b]thiophene-4-carboaldehyde), S1C2=C(C=C1)C=CC(=C2)C=O (benzo[b]thiophene-6-carboaldehyde), mixture. Reaction SMILES: [CH3:1][C:2]1[C:10]2[CH:9]=[CH:8][S:7][C:6]=2[CH:5]=[CH:4][CH:3]=1.[CH3:11][C:12]1[CH:13]=[CH:14][C:15]2[CH:19]=[CH:18][S:17][C:16]=2[CH:20]=1.C(OOC(=O)C1C=CC=CC=1)(=[O:28])C1C=CC=CC=1.BrN1C(=[O:45])CCC1=O.C1N2CN3CN(C2)CN1C3>C1C=CC=CC=1.O.C(O)(=O)C>[S:7]1[CH:8]=[CH:9][C:10]2[C:2]([CH:1]=[O:28])=[CH:3][CH:4]=[CH:5][C:6]1=2.[S:17]1[CH:18]=[CH:19][C:15]2[CH:14]=[CH:13][C:12]([CH:11]=[O:45])=[CH:20][C:16]1=2. Reported procedure: In 350 mL of benzene is dissolved 23.53 g of a mixture of 4-methylbenzo[b]thiophene and 6-methylbenzo[b]thiophene, to which are added 0.77 g of benzoyl peroxide and 39.56 g of N-bromosuccinimide. The mixture thus formed is heated under reflux for 2 hours. After cooling the mixture to 50° C., 70 mL of acetic acid, 70 mL of water and 44.51 g of hexamethylenetetramine are added, and the mixture thus formed is heated under reflux for 2 hours. The solvent is distilled off under reduced pressure, the ...